This data is from the Open Reaction Database (ORD), a public repository of structured organic reaction records. The task is: describe an organic reaction: reactants, conditions, products, and yield Starting materials: [OH-].[Na+] (NaOH), C(CCO)O (1,3-propanediol), C(C1=CC=CC=C1)N1N=C(C2=CC=CC=C12)CCl (1-benzyl-3-chloromethylindazole). Conditions: temperature 130 celsius. Yields the product C(C1=CC=CC=C1)N1N=C(C2=CC=CC=C12)COCCCO (3-[(1-benzyl-1H-indazol-3-yl)methoxy]propan-1-ol). Reaction SMILES: [OH-].[Na+].[CH2:3]([N:10]1[C:18]2[C:13](=[CH:14][CH:15]=[CH:16][CH:17]=2)[C:12]([CH2:19]Cl)=[N:11]1)[C:4]1[CH:9]=[CH:8][CH:7]=[CH:6][CH:5]=1.[CH2:21]([OH:25])[CH2:22][CH2:23][OH:24]>>[CH2:3]([N:10]1[C:18]2[C:13](=[CH:14][CH:15]=[CH:16][CH:17]=2)[C:12]([CH2:19][O:24][CH2:23][CH2:22][CH2:21][OH:25])=[N:11]1)[C:4]1[CH:9]=[CH:8][CH:7]=[CH:6][CH:5]=1 |f:0.1|. Procedure: To a solution of NaOH (2.8 g; 0.07 mol) in 1,3-propanediol (150 ml) stirred at room temperature was added 1-benzyl-3-chloromethylindazole, prepared as described in Example 2a of EP 382 276 (17.6 g; 0.07 mol). The solution was heated at 130° C. for 4 hours and then cooled to room temperature, and the solvent was evaporated off under reduced pressure. The residue was taken up in water (100 ml) and the product was extracted with ethyl acetate (3×100 ml). The combined organic phases were concentrate... Reactants: COC=1C=C2C=CC(=CC2=CC1)C(C=O)C (2-(6-methoxy-2-naphthyl)propionaldehyde), [Cr](=O)(=O)(O)O (chromic acid). Yields the product COC=1C=C2C=CC(=CC2=CC1)C(C(=O)O)C (2-(6-methoxy-2-naphthyl)propionic acid). Reaction SMILES: [CH3:1][O:2][C:3]1[CH:4]=[C:5]2[C:10](=[CH:11][CH:12]=1)[CH:9]=[C:8]([CH:13]([CH3:16])[CH:14]=[O:15])[CH:7]=[CH:6]2.[Cr](O)(O)(=O)=[O:18]>>[CH3:1][O:2][C:3]1[CH:4]=[C:5]2[C:10](=[CH:11][CH:12]=1)[CH:9]=[C:8]([CH:13]([CH3:16])[C:14]([OH:18])=[O:15])[CH:7]=[CH:6]2. Reported procedure: oxidizing said 2-(6-methoxy-2-naphthyl)propionaldehyde in the presence of a chromic acid solution to form 2-(6-methoxy-2-naphthyl)propionic acid. Reactants: NCC1=CC=C(C=C1)N\C(\C1=CC=CC=C1)=C\1/C(NC2=CC=CC=C12)=O ((Z)-3-[1-(4-aminomethyl-phenylamino)-1-phenyl-methylidene]-2-indolinone), C(C)(=O)OC(C)=O (acetic anhydride). Solvent: C(C)(=O)O (acetic acid). Product: C(C)(=O)NCC1=CC=C(C=C1)N\C(\C1=CC=CC=C1)=C\1/C(NC2=CC=CC=C12)=O ((Z)-3-[1-(4-acetylaminomethyl-phenylamino)-1-phenyl-methylidene]-2-indolinone). RXN SMILES: [NH2:1][CH2:2][C:3]1[CH:8]=[CH:7][C:6]([NH:9]/[C:10](=[C:17]2\[C:18](=[O:26])[NH:19][C:20]3[C:25]\2=[CH:24][CH:23]=[CH:22][CH:21]=3)/[C:11]2[CH:16]=[CH:15][CH:14]=[CH:13][CH:12]=2)=[CH:5][CH:4]=1.[C:27](OC(=O)C)(=[O:29])[CH3:28]>C(O)(=O)C>[C:27]([NH:1][CH2:2][C:3]1[CH:4]=[CH:5][C:6]([NH:9]/[C:10](=[C:17]2\[C:18](=[O:26])[NH:19][C:20]3[C:25]\2=[CH:24][CH:23]=[CH:22][CH:21]=3)/[C:11]2[CH:16]=[CH:15][CH:14]=[CH:13][CH:12]=2)=[CH:7][CH:8]=1)(=[O:29])[CH3:28]. Procedure: Prepared analogously to Example 31 from (Z)-3-[1-(4-aminomethyl-phenylamino)-1-phenyl-methylidene]-2-indolinone, glacial acetic acid and acetic anhydride. The reactants are ClCCl, CCCCc1nc2c(N)nc3ccccc3c2n1CCCCN, c1ccncc1, O=S(=O)(Cl)c1cccs1. Yields the product CCCCc1nc2c(N)nc3ccccc3c2n1CCCCNS(=O)(=O)c1cccs1. As a reaction SMILES: [Cl:33][CH2:34][Cl:35].[NH2:10][CH2:11][CH2:12][CH2:13][CH2:14][n:15]1[c:16]([CH2:29][CH2:30][CH2:31][CH3:32])[n:17][c:18]2[c:19]([NH2:28])[n:20][c:21]3[cH:22][cH:23][cH:24][cH:25][c:26]3[c:27]12.[cH:36]1[cH:37][cH:38][n:39][cH:40][cH:41]1.[s:1]1[c:2]([S:6](=[O:7])(=[O:8])[Cl:9])[cH:3][cH:4][cH:5]1>>[s:1]1[c:2]([S:6](=[O:7])(=[O:8])[NH:10][CH2:11][CH2:12][CH2:13][CH2:14][n:15]2[c:16]([CH2:29][CH2:30][CH2:31][CH3:32])[n:17][c:18]3[c:19]([NH2:28])[n:20][c:21]4[cH:22][cH:23][cH:24][cH:25][c:26]4[c:27]23)[cH:3][cH:4][cH:5]1. Starting materials: C(CCC)[Li] (n-butyl lithium), 2,2,6,6-tetrahydropiperidine, C(C)SSCC (diethyl disulfide), Cl (hydrochloric acid), FC(C1=NC=C(C(=O)O)C=C1)(F)F (6-trifluoromethylnicotinic acid). Run in C1CCOC1 (THF), C1CCOC1 (THF). Conditions: temperature 0 celsius, time 10 minute. Product: C(C)SC1=CC(=NC=C1C(=O)O)C(F)(F)F (4-ethylsulfanyl-6-trifluoromethylnicotinic acid). As a reaction SMILES: C([Li])CCC.[F:6][C:7]([F:18])([F:17])[C:8]1[CH:16]=[CH:15][C:11]([C:12]([OH:14])=[O:13])=[CH:10][N:9]=1.[CH2:19]([S:21]SCC)[CH3:20].Cl>C1COCC1>[CH2:19]([S:21][C:15]1[C:11]([C:12]([OH:14])=[O:13])=[CH:10][N:9]=[C:8]([C:7]([F:6])([F:17])[F:18])[CH:16]=1)[CH3:20]. Procedure details: 7.1 ml of n-butyl lithium (1.6 M hexane solution) was added dropwise to a mixture of 1.62 g of 2,2,6,6-tetrahydropiperidine and 15 ml of THF at −78° C., and the mixture was heated to 0° C., then stirred at 0° C. for 10 minutes. 7 ml of a THF solution of 1.0 g of 6-trifluoromethylnicotinic acid was added to the reaction mixture at −78° C., and the mixture was stirred at −78° C. for 1 hour. Next, 1.42 ml of diethyl disulfide was added to the reaction mixture at −78° C., and heated to room temperat...